This data is from the Open Reaction Database (ORD), a public repository of structured organic reaction records. The task is: describe an organic reaction: reactants, conditions, products, and yield The reactants are Cl (hydrochloric acid), CC1=COC2=C1C(CC(C2)C2=C(C=CC=C2)C(F)(F)F)=O (3-methyl-6-(2-trifluoromethylphenyl)-4,5,6,7-tetrahydrobenzofuran-4-one), C(=N)(N)NN.Cl (aminoguanidine hydrochloride). Solvent: C(C)O (ethanol). Conditions: temperature 90 celsius, time 2 hour. The product is Cl.N(C(=N)N)\N=C\1/CC(CC2=C1C(=CO2)C)C2=C(C=CC=C2)C(F)(F)F ((E)-4-guanidinoimino-3-methyl-6-(2-trifluoromethylphenyl)-4,5,6,7-tetrahydrobenzofuran hydrochloride). Yield: 57.2%. RXN SMILES: [CH3:1][C:2]1[C:6]2[C:7](=O)[CH2:8][CH:9]([C:11]3[CH:16]=[CH:15][CH:14]=[CH:13][C:12]=3[C:17]([F:20])([F:19])[F:18])[CH2:10][C:5]=2[O:4][CH:3]=1.[C:22]([NH:25][NH2:26])([NH2:24])=[NH:23].[ClH:27].Cl>C(O)C>[ClH:27].[NH:25](/[N:26]=[C:7]1\[CH2:8][CH:9]([C:11]2[CH:16]=[CH:15][CH:14]=[CH:13][C:12]=2[C:17]([F:20])([F:19])[F:18])[CH2:10][C:5]2[O:4][CH:3]=[C:2]([CH3:1])[C:6]\1=2)[C:22]([NH2:24])=[NH:23] |f:1.2,5.6|. Reported procedure: To a mixture of 3-methyl-6-(2-trifluoromethylphenyl)-4,5,6,7-tetrahydrobenzofuran-4-one (0.28 g) and aminoguanidine hydrochloride (105 mg) were added ethanol (20 ml) and 6N hydrochloric acid (0.082 ml), and the mixture was stirred at 90° C. for 2 hours and cooled. The reaction solution was concentrated under reduced pressure, and the residue was washed with ethanol, ethyl acetate and isopropylether, and dried to give (E)-4-guanidinoimino-3-methyl-6-(2-trifluoromethylphenyl)-4,5,6,7-tetrahydroben... The reactants are COC(C1=CC(=NC(=C1)OC)S(=O)(=O)C)=O (2-methanesulfonyl-6-methoxy-isonicotinic acid methyl ester), [OH-].[Na+] (sodium hydroxide), C(C)O (ethanol). Conditions: temperature 80 celsius. The product is CS(=O)(=O)C=1C=C(C(=O)O)C=C(N1)OCC (2-methanesulfonyl-6-ethoxy-isonicotinic acid). As a reaction SMILES: C[O:2][C:3](=[O:16])[C:4]1[CH:9]=[C:8]([O:10][CH3:11])[N:7]=[C:6]([S:12]([CH3:15])(=[O:14])=[O:13])[CH:5]=1.[OH-].[Na+].[CH2:19](O)C>>[CH3:15][S:12]([C:6]1[CH:5]=[C:4]([CH:9]=[C:8]([O:10][CH2:11][CH3:19])[N:7]=1)[C:3]([OH:2])=[O:16])(=[O:14])=[O:13] |f:1.2|. Reported procedure: To a solution of 2-methanesulfonyl-6-methoxy-isonicotinic acid methyl ester (4.3 g, 17.5 mmol) in ethanol (75 mL) was added 2 N aqueous sodium hydroxide (35 mL, 70 mmol). The mixture was warmed at 80° C. for 4 hours and then concentrated in vacuo to remove the ethanol. The remaining aqueous solution was acidified with 1 N aqueous HCl and extracted with ethyl acetate (4×30 mL). The combined organic layers were washed with brine (2×100 mL), dried over sodium sulfate and concentrated to afford 2-me... The reactants are NC1=CC(=C(C(=N1)C=1OC=CC1)C#N)OS(=O)(=O)C(F)(F)F (trifluoromethanesulfonic acid 6-amino-3-cyano-2-furan-2-yl-pyridin-4-yl ester), NC1=CC=C(CN)C=C1 (4-aminobenzylamine). Run in COCCOC (DME). The product is NC1=NC(=C(C#N)C(=C1)NCC1=CC=C(C=C1)N)C=1OC=CC1 (6-Amino-4-(4-amino-benzylamino)-2-furan-2-yl-nicotinonitrile). RXN SMILES: [NH2:1][C:2]1[N:7]=[C:6]([C:8]2[O:9][CH:10]=[CH:11][CH:12]=2)[C:5]([C:13]#[N:14])=[C:4](OS(C(F)(F)F)(=O)=O)[CH:3]=1.[NH2:23][C:24]1[CH:31]=[CH:30][C:27]([CH2:28][NH2:29])=[CH:26][CH:25]=1>COCCOC>[NH2:1][C:2]1[CH:3]=[C:4]([NH:29][CH2:28][C:27]2[CH:30]=[CH:31][C:24]([NH2:23])=[CH:25][CH:26]=2)[C:5]([C:13]#[N:14])=[C:6]([C:8]2[O:9][CH:10]=[CH:11][CH:12]=2)[N:7]=1. Procedure details: From trifluoromethanesulfonic acid 6-amino-3-cyano-2-furan-2-yl-pyridin-4-yl ester and 4-aminobenzylamine in DME. ES-MS m/e (%): 306 (M+H+, 100). Reactants: C(C)(C)(C)NCC(COC1=C(C(=O)CCC(=O)OC)C=C(C=C1)OC)O (Methyl 3-[2-(3-t-butylamino-2-hydroxypropoxy)-5-methoxybenzoyl]propionate), O.NN (hydrazine hydrate), Example 2 ( ii ). The product is C(C)(C)(C)NCC(COC1=C(C=C(C=C1)OC)C=1CCC(NN1)=O)O (6-[2-(3-t-butylamino-2-hydroxypropoxy)-5-methoxyphenyl]-4,5-dihydro-3(2H)-pyridazinone). Reaction SMILES: [C:1]([NH:5][CH2:6][CH:7]([OH:26])[CH2:8][O:9][C:10]1[CH:23]=[CH:22][C:21]([O:24][CH3:25])=[CH:20][C:11]=1[C:12]([CH2:14][CH2:15][C:16](OC)=[O:17])=O)([CH3:4])([CH3:3])[CH3:2].O.[NH2:28][NH2:29]>>[C:1]([NH:5][CH2:6][CH:7]([OH:26])[CH2:8][O:9][C:10]1[CH:23]=[CH:22][C:21]([O:24][CH3:25])=[CH:20][C:11]=1[C:12]1[CH2:14][CH2:15][C:16](=[O:17])[NH:28][N:29]=1)([CH3:4])([CH3:3])[CH3:2] |f:1.2|. Procedure details: Methyl 3-[2-(3-t-butylamino-2-hydroxypropoxy)-5-methoxybenzoyl]propionate was cyclised with hydrazine hydrate in a similar manner to that described in Example 2 (ii) to give 6-[2-(3-t-butylamino-2-hydroxypropoxy)-5-methoxyphenyl]-4,5-dihydro-3(2H)-pyridazinone (m.p. 127°-128° C). The hydrochloride, crystallised from methanolether, had m.p. 227°-229° C. (Found: C, 56.24; H, 7.24; Cl, 9.06; N, 10.75; C18H27N3O4.HCl requires: C, 56.03; H, 7.31; Cl, 9.19; N, 10.88%) Starting materials: OC1=CC(=CC(=C1)O)O (1,3,5-trihydroxybenzene), NC=1C(=CC2=CC=CC=C2C1)C(=O)O (3-amino-2-naphthalenecarboxylic acid). The reagents and catalysts are C1(=CC=C(C=C1)S(=O)(=O)O)C (para-toluenesulphonic acid). Run in C(CCCCCC)O (heptan-1-ol). Yields the product OC1=CC(=CC=2NC=3C=C4C(=CC3C(C12)=O)C=CC=C4)O (1,3-Dihydroxy-5,12-dihydro-benzo[b]acridin-12-one). Isolated yield 70.2%. As a reaction SMILES: O[C:2]1[CH:7]=[C:6]([OH:8])[CH:5]=[C:4]([OH:9])[CH:3]=1.[NH2:10][C:11]1[C:12]([C:21](O)=[O:22])=[CH:13][C:14]2[C:19]([CH:20]=1)=[CH:18][CH:17]=[CH:16][CH:15]=2>C(O)CCCCCC.C1(C)C=CC(S(O)(=O)=O)=CC=1>[OH:8][C:6]1[C:7]2[C:21](=[O:22])[C:12]3[CH:13]=[C:14]4[CH:15]=[CH:16][CH:17]=[CH:18][C:19]4=[CH:20][C:11]=3[NH:10][C:2]=2[CH:3]=[C:4]([OH:9])[CH:5]=1. Procedure details: 3.5 g of 1,3,5-trihydroxybenzene and 62.5 mg of para-toluenesulphonic acid are added to a solution of 5 g of 3-amino-2-naphthalenecarboxylic acid in 50 ml of heptan-1-ol. The mixture is maintained at reflux using a Dean-Stark apparatus for 48 hours, with stirring, and the reaction mixture is then concentrated in vacuo. The residue is chromatographed on silica gel (eluant: cyclohexane/acetone: 90/10). The isolated product is crystallised from a cyclohexane/acetone mixture, yielding 5.2 g of the e... Reactants: Br, [Cu]Br, O=N[O-], N#Cc1cnccc1-c1cc(N)ccc1F, [Na+], O. The product is N#Cc1cnccc1-c1cc(Br)ccc1F. Reaction SMILES: [BrH:21].[Cu:23][Br:24].[N:17]([O-:18])=[O:19].[NH2:1][c:2]1[cH:3][cH:4][c:5]([F:16])[c:6](-[c:8]2[cH:9][cH:10][n:11][cH:12][c:13]2[C:14]#[N:15])[cH:7]1.[Na+:20].[OH2:22]>>[c:2]1([Br:21])[cH:3][cH:4][c:5]([F:16])[c:6](-[c:8]2[cH:9][cH:10][n:11][cH:12][c:13]2[C:14]#[N:15])[cH:7]1. Reactants: Cc1cccc(Cc2ccccc2)c1Cc1ccccc1, [Na+], [Na+], [OH-], O, O=S(=O)([O-])c1ccc2ccccc2c1. Yields the product Oc1ccc2ccccc2c1. Reaction SMILES: [CH2:19]([c:20]1[c:21]([CH2:22][c:23]2[cH:24][cH:25][cH:26][cH:27][cH:28]2)[c:29]([CH3:30])[cH:31][cH:32][cH:33]1)[c:34]1[cH:35][cH:36][cH:37][cH:38][cH:39]1.[Na+:15].[Na+:17].[OH-:16].[OH2:18].[cH:1]1[c:2]([S:11]([O-:12])(=[O:13])=[O:14])[cH:3][cH:4][c:5]2[cH:6][cH:7][cH:8][cH:9][c:10]12>>[cH:1]1[c:2]([OH:16])[cH:3][cH:4][c:5]2[cH:6][cH:7][cH:8][cH:9][c:10]12.